This data is from the Open Reaction Database (ORD), a public repository of structured organic reaction records. The task is: describe an organic reaction: reactants, conditions, products, and yield Reactants: BrC1=C(C(=NC2=CC(=CC(=C12)F)F)N1C(CCCC1)=O)C (1-(4-bromo-5,7-difluoro-3-methylquinolin-2-yl)piperidin-2-one), O1CCN(CC1)C=1C=C2C(=NC1)C1(CN2)CCOCC1 (6′-morpholino-1′,2,2′,3,5,6-hexahydrospiro[pyran-4,3′-pyrrolo[3,2-b]pyridine]). The solvent is C1(=CC=CC=C1)C (toluene). The product is FC1=C2C(=C(C(=NC2=CC(=C1)F)N1C(CCCC1)=O)C)N1CC2(C3=NC=C(C=C31)N3CCOCC3)CCOCC2 (1-(5,7-difluoro-3-methyl-4-(6′-(4-morpholinyl)-2,3,5,6-tetrahydrospiro[pyran-4,3′-pyrrolo-[3,2-b]pyridin]-1′(2′H)-yl)-2-quinolinyl)-2-piperidinone). As a reaction SMILES: Br[C:2]1[C:11]2[C:6](=[CH:7][C:8]([F:13])=[CH:9][C:10]=2[F:12])[N:5]=[C:4]([N:14]2[CH2:19][CH2:18][CH2:17][CH2:16][C:15]2=[O:20])[C:3]=1[CH3:21].[O:22]1[CH2:27][CH2:26][N:25]([C:28]2[CH:29]=[C:30]3[NH:36][CH2:35][C:34]4([CH2:41][CH2:40][O:39][CH2:38][CH2:37]4)[C:31]3=[N:32][CH:33]=2)[CH2:24][CH2:23]1>C1(C)C=CC=CC=1>[F:12][C:10]1[CH:9]=[C:8]([F:13])[CH:7]=[C:6]2[C:11]=1[C:2]([N:36]1[C:30]3[C:31](=[N:32][CH:33]=[C:28]([N:25]4[CH2:26][CH2:27][O:22][CH2:23][CH2:24]4)[CH:29]=3)[C:34]3([CH2:41][CH2:40][O:39][CH2:38][CH2:37]3)[CH2:35]1)=[C:3]([CH3:21])[C:4]([N:14]1[CH2:19][CH2:18][CH2:17][CH2:16][C:15]1=[O:20])=[N:5]2. Reported procedure: Prepared according to procedure Y using 1-(4-bromo-5,7-difluoro-3-methylquinolin-2-yl)piperidin-2-one (45.0 mg, 0.130 mmol) and 6′-morpholino-1′,2,2′,3,5,6-hexahydrospiro[pyran-4,3′-pyrrolo[3,2-b]pyridine] in toluene to give 1-(5,7-difluoro-3-methyl-4-(6′-(4-morpholinyl)-2,3,5,6-tetrahydrospiro[pyran-4,3′-pyrrolo-[3,2-b]pyridin]-1′(2′H)-yl)-2-quinolinyl)-2-piperidinone. 1H NMR (400 MHz, chloroform-d) δ ppm 7.58 (1H, t, J=2.3 Hz), 7.55 (1H, d, J=9.4 Hz), 6.89-7.07 (1H, m), 5.55-6.01 (1H, m), 3.98... Starting materials: C(C)(=O)OCC (ethyl acetate), BrCCCCC12C(NC=3C=CC=C(C13)CCC2)=O (2a-(4-bromobutyl)-2a,3,4,5-tetrahydrobenz[cd]indole-2(1H)-one), C([O-])([O-])=O.[K+].[K+] (potassium carbonate), C(C1=CC=CC=C1)N1CCC(CC1)(C1=CC=CC=C1)C (1-Benzyl-4-methyl-4-phenylpiperidine). The reagents and catalysts are [C].[Pd] (palladium-carbon). Solvent: O (water), C(C)O (ethanol). Reaction conditions: time 17 hour. The product is CC1(CCN(CC1)CCCCC12C(NC=3C=CC=C(C13)CCC2)=O)C2=CC=CC=C2 (2a-[4-(4-Methyl-4-phenyl-piperidyl)butyl]-2a,3,4,5-tetrahydrobenz[cd]indole-2(1H)-one). The yield is 50.0%. RXN SMILES: [CH2:1]([N:8]1[CH2:13][CH2:12][C:11]([CH3:20])([C:14]2[CH:19]=[CH:18][CH:17]=[CH:16][CH:15]=2)[CH2:10][CH2:9]1)C1C=CC=CC=1.BrC[CH2:23][CH2:24][CH2:25][C:26]12[CH2:37][CH2:36][CH2:35][C:33]3[C:34]1=[C:29]([CH:30]=[CH:31][CH:32]=3)[NH:28][C:27]2=[O:38].C(=O)([O-])[O-].[K+].[K+].C(OCC)(=O)C>C(O)C.[C].[Pd].O>[CH3:20][C:11]1([C:14]2[CH:19]=[CH:18][CH:17]=[CH:16][CH:15]=2)[CH2:12][CH2:13][N:8]([CH2:1][CH2:23][CH2:24][CH2:25][C:26]23[CH2:37][CH2:36][CH2:35][C:33]4[C:34]2=[C:29]([CH:30]=[CH:31][CH:32]=4)[NH:28][C:27]3=[O:38])[CH2:9][CH2:10]1 |f:2.3.4,7.8|. Reported procedure: 1-Benzyl-4-methyl-4-phenylpiperidine (62 mg, 0.24 mmol) was dissolved in ethanol (2 ml). Thereto was added palladium-carbon (10 mg), and the resulting solution was stirred at a room temperature for 17 hours in an atmosphere of argon. The reaction solution was filtered, the solvent was evaporated from the resulting mother liquor under a reduced pressure, and the thus obtained material was dissolved in anhydrous N,N-dimethylformamide (2 ml). The resulting solution was mixed with 2a-(4-bromobutyl)-... Reactants: COc1cc2c(O)c(C#N)cnc2cc1OCc1ccccc1, CCCCCC, O=C(Cl)C(=O)Cl. Yields the product COc1cc2c(Cl)c(C#N)cnc2cc1OCc1ccccc1. Reaction SMILES: [CH2:1]([c:2]1[cH:3][cH:4][cH:5][cH:6][cH:7]1)[O:8][c:9]1[c:10]([O:22][CH3:23])[cH:11][c:12]2[c:13]([OH:21])[c:14]([C:19]#[N:20])[cH:15][n:16][c:17]2[cH:18]1.[CH3:30][CH2:31][CH2:32][CH2:33][CH2:34][CH3:35].[Cl:24][C:25]([C:26]([Cl:27])=[O:28])=[O:29]>>[CH2:1]([c:2]1[cH:3][cH:4][cH:5][cH:6][cH:7]1)[O:8][c:9]1[c:10]([O:22][CH3:23])[cH:11][c:12]2[c:13]([Cl:24])[c:14]([C:19]#[N:20])[cH:15][n:16][c:17]2[cH:18]1. Reactants: C(C)(C)(C)OC(COCCCCN(C(C)C)C1=NC(=C(N=C1)C1=CC=CC=C1)C1=CC=CC=C1)=O (2-{4-[N-(5,6-diphenylpyrazin-2-yl)-N-isopropylamino]butyloxy}acetic acid tert-butyl ester), [OH-].[Na+] (sodium hydroxide). Run in CO (methanol). The product is C1(=CC=CC=C1)C=1N=CC(=NC1C1=CC=CC=C1)N(C(C)C)CCCCOCC(=O)O (2-{4-[N-(5,6-diphenylpyrazin-2-yl)-N-isopropylamino]butyloxy}acetic acid). The yield is 85.1%. Reaction SMILES: C([O:5][C:6](=[O:35])[CH2:7][O:8][CH2:9][CH2:10][CH2:11][CH2:12][N:13]([C:17]1[CH:22]=[N:21][C:20]([C:23]2[CH:28]=[CH:27][CH:26]=[CH:25][CH:24]=2)=[C:19]([C:29]2[CH:34]=[CH:33][CH:32]=[CH:31][CH:30]=2)[N:18]=1)[CH:14]([CH3:16])[CH3:15])(C)(C)C.[OH-].[Na+]>CO>[C:23]1([C:20]2[N:21]=[CH:22][C:17]([N:13]([CH2:12][CH2:11][CH2:10][CH2:9][O:8][CH2:7][C:6]([OH:35])=[O:5])[CH:14]([CH3:16])[CH3:15])=[N:18][C:19]=2[C:29]2[CH:34]=[CH:33][CH:32]=[CH:31][CH:30]=2)[CH:24]=[CH:25][CH:26]=[CH:27][CH:28]=1 |f:1.2|. Reported procedure: 21.07 g of 2-{4-[N-(5,6-diphenylpyrazin-2-yl)-N-isopropylamino]butyloxy}acetic acid tert-butyl ester was dissolved in 200 ml of methanol and 60 ml of 1N sodium hydroxide solution was added. After the mixture was heated at reflux for 2 hours, the solvent was evaporated under reduced pressure and the residue was dissolved in water. After washing with diethyl ether, the aqueous layer was neutralized with 60 ml of 1N hydrochloric acid and then extracted with ethyl acetate. The extract was dried over... Starting materials: CS(C)=O, ClCc1ncc[nH]1, ClCCl, Cl, [K+], [OH-], O, O=Cc1ccc(I)c(O)c1. Yields the product O=Cc1ccc(I)c(OCc2ncc[nH]2)c1. RXN SMILES: [CH3:21][S:22]([CH3:23])=[O:24].[Cl:14][CH2:15][c:16]1[nH:17][cH:18][cH:19][n:20]1.[Cl:25][CH2:26][Cl:27].[ClH:13].[K+:12].[OH-:11].[OH2:28].[OH:1][c:2]1[cH:3][c:4]([CH:5]=[O:6])[cH:7][cH:8][c:9]1[I:10]>>[O:1]([c:2]1[cH:3][c:4]([CH:5]=[O:6])[cH:7][cH:8][c:9]1[I:10])[CH2:15][c:16]1[nH:17][cH:18][cH:19][n:20]1. Starting materials: O=C([O-])[O-], Nn1ccc2cc(F)cnc21, Cc1nc(-c2cccc(F)c2)ncc1C(=O)O, [Na+], [Na+], CN(C)C=O. The product is Cc1nc(-c2cccc(F)c2)ncc1C(=O)Nn1ccc2cc(F)cnc21. RXN SMILES: [C:34](=[O:35])([O-:36])[O-:37].[F:18][c:19]1[cH:20][c:21]2[c:22]([n:23][cH:24]1)[n:25]([NH2:28])[cH:26][cH:27]2.[F:1][c:2]1[cH:3][c:4](-[c:8]2[n:9][cH:10][c:11]([C:15](=[O:16])[OH:17])[c:12]([CH3:14])[n:13]2)[cH:5][cH:6][cH:7]1.[Na+:38].[Na+:39].[O:29]=[CH:30][N:31]([CH3:32])[CH3:33]>>[F:1][c:2]1[cH:3][c:4](-[c:8]2[n:9][cH:10][c:11]([C:15](=[O:17])[NH:28][n:25]3[c:22]4[c:21]([cH:20][c:19]([F:18])[cH:24][n:23]4)[cH:27][cH:26]3)[c:12]([CH3:14])[n:13]2)[cH:5][cH:6][cH:7]1. Reactants: Cl (HCl), C1(CCCCC1)N=C=NC1CCCCC1 (dicyclohexylcarbodiimide), ON1N=NC2=C1C=CC=C2 (1-hydroxybenzotriazole), N[C@@H](CCCNC(NS(=O)(=O)C1=CC=C(C)C=C1)=N)C(=O)N1[C@H](C(=O)N[C@@H](C)C(=O)N[C@@H](CCCCNC(=O)OCC2=C(Cl)C=CC=C2)C(=O)OCC2=CC=CC=C2)CCC1 (Arg(Tos)-Pro-Ala-Lys(ClZ)-OBzl), N[C@@H](CCCNC(NS(=O)(=O)C1=CC=C(C)C=C1)=N)C(=O)N1[C@H](C(=O)N[C@@H](C)C(=O)N[C@@H](CCCCNC(=O)OCC2=C(Cl)C=CC=C2)C(=O)OCC2=CC=CC=C2)CCC1 (Arg(Tos)-Pro-Ala-Lys(ClZ)-OBzl), N(CC(=O)O)C(=O)OC(C)(C)C (Boc-Gly-OH), Cl (HCl). Solvent: C(Cl)(Cl)Cl.CO (chloroform methanol), O1CCCC1 (tetrahydrofuran), O1CCCC1 (tetrahydrofuran). Run at temperature 0 celsius, time 12 hour. Product: N(CC(=O)N[C@@H](CCCNC(NS(=O)(=O)C1=CC=C(C)C=C1)=N)C(=O)N1[C@H](C(=O)N[C@@H](C)C(=O)N[C@@H](CCCCNC(=O)OCC2=C(Cl)C=CC=C2)C(=O)OCC2=CC=CC=C2)CCC1)C(=O)OC(C)(C)C (Boc-Gly-Arg(Tos)-Pro-Ala-Lys(ClZ)-OBzl). The yield is 73.0%. Reaction SMILES: Cl.[NH2:2][C@H:3]([C:21]([N:23]1[CH2:62][CH2:61][CH2:60][C@H:24]1[C:25]([NH:27][C@H:28]([C:30]([NH:32][C@H:33]([C:50]([O:52][CH2:53][C:54]1[CH:59]=[CH:58][CH:57]=[CH:56][CH:55]=1)=[O:51])[CH2:34][CH2:35][CH2:36][CH2:37][NH:38][C:39]([O:41][CH2:42][C:43]1[CH:49]=[CH:48][CH:47]=[CH:46][C:44]=1[Cl:45])=[O:40])=[O:31])[CH3:29])=[O:26])=[O:22])[CH2:4][CH2:5][CH2:6][NH:7][C:8](=[NH:20])[NH:9][S:10]([C:13]1[CH:19]=[CH:18][C:16]([CH3:17])=[CH:15][CH:14]=1)(=[O:12])=[O:11].[NH:63]([C:68]([O:70][C:71]([CH3:74])([CH3:73])[CH3:72])=[O:69])[CH2:64][C:65](O)=[O:66].ON1C2C=CC=CC=2N=N1.C1(N=C=NC2CCCCC2)CCCCC1>O1CCCC1.C(Cl)(Cl)Cl.CO>[NH:63]([C:68]([O:70][C:71]([CH3:74])([CH3:73])[CH3:72])=[O:69])[CH2:64][C:65]([NH:2][C@H:3]([C:21]([N:23]1[CH2:62][CH2:61][CH2:60][C@H:24]1[C:25]([NH:27][C@H:28]([C:30]([NH:32][C@H:33]([C:50]([O:52][CH2:53][C:54]1[CH:59]=[CH:58][CH:57]=[CH:56][CH:55]=1)=[O:51])[CH2:34][CH2:35][CH2:36][CH2:37][NH:38][C:39]([O:41][CH2:42][C:43]1[CH:49]=[CH:48][CH:47]=[CH:46][C:44]=1[Cl:45])=[O:40])=[O:31])[CH3:29])=[O:26])=[O:22])[CH2:4][CH2:5][CH2:6][NH:7][C:8](=[NH:20])[NH:9][S:10]([C:13]1[CH:14]=[CH:15][C:16]([CH3:17])=[CH:18][CH:19]=1)(=[O:11])=[O:12])=[O:66] |f:6.7|. Procedure details: At 0° C. the solution of 930 mg (1.01 mmol) of HCl.Arg(Tos)-Pro-Ala-Lys(ClZ)-OBzl (SEQ ID NO: 12) in 15 ml of anhydrous tetrahydrofuran was adjusted to pH 9, to which the pre-cold solution of 200 mg (1.14 mmol) of Boc-Gly-OH, 150 mg (1.11 mmol) of 1-hydroxybenzotriazole and 235 mg (1.14 mmol) of dicyclohexylcarbodiimide in 40 ml of anhydrous tetrahydrofuran was added. The reaction mixture was stirred at 0° C. for 2 h and at room temperature for 12 h and TLC (chloroform/methanol, 10:1) indicated ... Reaction SMILES: [CH2:27]([OH:28])[CH2:29][CH2:30][CH3:31].[Cl:2][c:3]1[c:4]([CH:5]=[N:6][NH:7][C:8]([S:9][CH3:10])=[NH:11])[c:12]([Cl:16])[cH:13][cH:14][cH:15]1.[F:17][c:18]1[c:19]([CH2:20][NH2:21])[c:22]([F:26])[cH:23][cH:24][cH:25]1.[IH:1].[OH2:32]>>[Cl:2][c:3]1[c:4]([CH:5]=[N:6][NH:7][C:8](=[NH:11])[NH:21][CH2:20][c:19]2[c:18]([F:17])[cH:25][cH:24][cH:23][c:22]2[F:26])[c:12]([Cl:16])[cH:13][cH:14][cH:15]1. The reactants are CCCCO, CSC(=N)NN=Cc1c(Cl)cccc1Cl, NCc1c(F)cccc1F, I, O. Product: N=C(NCc1c(F)cccc1F)NN=Cc1c(Cl)cccc1Cl.